From a dataset of the Open Reaction Database (ORD), a public repository of structured organic reaction records. describe an organic reaction: reactants, conditions, products, and yield The reactants are O=C1c2ccccc2C(=O)N1CCBr, CCC(C)=O, [I-], [K+], [K+], [Na+], O=C([O-])[O-], c1ccc(C(OCC2CCNCC2)c2ccccc2)cc1. As a reaction SMILES: [Br:22][CH2:23][CH2:24][N:25]1[C:26](=[O:35])[c:27]2[c:28]([cH:31][cH:32][cH:33][cH:34]2)[C:29]1=[O:30].[CH3:44][C:45](=[O:46])[CH2:47][CH3:48].[I-:42].[K+:36].[K+:37].[Na+:43].[O-:38][C:39]([O-:40])=[O:41].[c:1]1([CH:7]([O:8][CH2:9][CH:10]2[CH2:11][CH2:12][NH:13][CH2:14][CH2:15]2)[c:16]2[cH:17][cH:18][cH:19][cH:20][cH:21]2)[cH:2][cH:3][cH:4][cH:5][cH:6]1>>[c:1]1([CH:7]([O:8][CH2:9][CH:10]2[CH2:11][CH2:12][N:13]([CH2:23][CH2:24][N:25]3[C:26](=[O:35])[c:27]4[c:28]([cH:31][cH:32][cH:33][cH:34]4)[C:29]3=[O:30])[CH2:14][CH2:15]2)[c:16]2[cH:17][cH:18][cH:19][cH:20][cH:21]2)[cH:2][cH:3][cH:4][cH:5][cH:6]1. Product: O=C1c2ccccc2C(=O)N1CCN1CCC(COC(c2ccccc2)c2ccccc2)CC1.